Task: describe an organic reaction: reactants, conditions, products, and yield. Dataset: the Open Reaction Database (ORD), a public repository of structured organic reaction records Reactants: C(C)OC(CC(\C=C\C=1C(=NC2=CC=CC=C2C1C1=CC=C(C=C1)F)C1CC1)=O)=O ((E)-5-[2-cyclopropyl-4-(4-fluoro-phenyl)-quinolin-3-yl]-3-oxo-pent-4-enoic-acid-ethylester), Ru[(1R,2R)-p-TsNCH(C6H5)CH(C6H5)NH](η6-p-cymene). The solvent is CC(C)O (2-propanol). Reaction conditions: temperature 23 celsius, time 72 hour. The product is C(C)OC(CC(\C=C\C=1C(=NC2=CC=CC=C2C1C1=CC=C(C=C1)F)C1CC1)O)=O ((E)-5-[2-Cyclopropyl-4-(4-fluoro-phenyl)-quinolin-3-yl]-3-hydroxy-pent-4-enoic-acid-ethylester). As a reaction SMILES: [CH2:1]([O:3][C:4](=[O:30])[CH2:5][C:6](=[O:29])/[CH:7]=[CH:8]/[C:9]1[C:10]([CH:26]2[CH2:28][CH2:27]2)=[N:11][C:12]2[C:17]([C:18]=1[C:19]1[CH:24]=[CH:23][C:22]([F:25])=[CH:21][CH:20]=1)=[CH:16][CH:15]=[CH:14][CH:13]=2)[CH3:2]>CC(O)C>[CH2:1]([O:3][C:4](=[O:30])[CH2:5][CH:6]([OH:29])/[CH:7]=[CH:8]/[C:9]1[C:10]([CH:26]2[CH2:28][CH2:27]2)=[N:11][C:12]2[C:17]([C:18]=1[C:19]1[CH:24]=[CH:23][C:22]([F:25])=[CH:21][CH:20]=1)=[CH:16][CH:15]=[CH:14][CH:13]=2)[CH3:2]. Reported procedure: A mixture of (E)-5-[2-cyclopropyl-4-(4-fluoro-phenyl)-quinolin-3-yl]-3-oxo-pent-4-enoic-acid-ethylester (105.8 mg, 0.262 mmol) and Ru[(1R,2R)-p-TsNCH(C6H5)CH(C6H5)NH](η6-p-cymene) (6.2 mg, 0.104 mmol) in 2-propanol (2.6 ml) is stirred at 23° C. for 72 h. The reaction mixture is concentrated under reduced pressure. The residue is purified by flash chromatography on silica gel using a 4:1 hexane-MTBE (methyl-tert-butyl-ether) mixture as eluent to afford of (E)-5-[2-Cyclopropyl-4-(4-fluoro-phenyl)-... Reactants: N[C@H]([C@H](O)C)CO (D-allo-threoninol), [Cl-].COC1=NC(=NC(=N1)OC)[N+]1(CCOCC1)C (4-(4,6-dimethoxy-1,3,5-triazin-2-yl)-4-methylmorpholinium chloride), hydrate, COC[C@@H](OC=1C=C(C=C(C1)O[Si](C(C)C)(C(C)C)C(C)C)C1=CC=C(N1)C(=O)O)C (5-{3-[(1S)-2-Methoxy-1-methylethoxy]-5-[(triisopropylsilyl)oxy]phenyl}-1H-pyrrole-2-carboxylic acid). The solvent is CO (methanol). Run at time 1 day. Yields the product OC[C@@H]([C@@H](C)O)NC(=O)C=1NC(=CC1)C1=CC(=CC(=C1)O[Si](C(C)C)(C(C)C)C(C)C)O[C@H](COC)C (N-[(2S,3R)-1,3-Dihydroxybutan-2-yl]-5-(3-{[(2S)-1-methoxypropan-2-yl]oxy}-5-[(tripropan-2-ylsilyl)oxy]phenyl)-1H-pyrrole-2-carboxamide). Isolated yield 87.3%. As a reaction SMILES: [CH3:1][O:2][CH2:3][C@H:4]([CH3:31])[O:5][C:6]1[CH:7]=[C:8]([C:23]2[NH:27][C:26]([C:28](O)=[O:29])=[CH:25][CH:24]=2)[CH:9]=[C:10]([O:12][Si:13]([CH:20]([CH3:22])[CH3:21])([CH:17]([CH3:19])[CH3:18])[CH:14]([CH3:16])[CH3:15])[CH:11]=1.[NH2:32][C@@H:33]([CH2:37][OH:38])[C@@H:34]([CH3:36])[OH:35].[Cl-].COC1N=C(OC)N=C([N+]2(C)CCOCC2)N=1>CO>[OH:38][CH2:37][C@H:33]([NH:32][C:28]([C:26]1[NH:27][C:23]([C:8]2[CH:9]=[C:10]([O:12][Si:13]([CH:14]([CH3:15])[CH3:16])([CH:20]([CH3:22])[CH3:21])[CH:17]([CH3:18])[CH3:19])[CH:11]=[C:6]([O:5][C@@H:4]([CH3:31])[CH2:3][O:2][CH3:1])[CH:7]=2)=[CH:24][CH:25]=1)=[O:29])[C@H:34]([OH:35])[CH3:36] |f:2.3|. Procedure: 5-{3-[(1S)-2-Methoxy-1-methylethoxy]-5-[(triisopropylsilyl)oxy]phenyl}-1H-pyrrole-2-carboxylic acid (1.63 g, 3.64 mmol) synthesized in Example (106c) was dissolved in methanol (20 mL), and D-allo-threoninol (1.05 g, 9.99 mmol) and 4-(4,6-dimethoxy-1,3,5-triazin-2-yl)-4-methylmorpholinium chloride n hydrate (2.00 g, 7.23 mmol) were added, followed by stirring at room temperature for 1 day under nitrogen atmosphere. After the solvent was distilled off under reduced pressure, a saturated aqueous am... The reactants are [H-].[Na+] (sodium hydride), solution, ClC1=NC=NC(=C1)OC(C(OC)OC)C (4-chloro-6-(2,2-dimethoxy-1-methylethoxy)pyrimidine), solution, C(C#CC)O (2-butyn-1-ol), [Cl-].[NH4+] (ammonium chloride). The solvent is O1CCCC1 (tetrahydrofuran), O1CCCC1 (tetrahydrofuran), O1CCCC1 (tetrahydrofuran). Reaction conditions: time 10 minute. Yields the product C(C#CC)OC1=NC=NC(=C1)OC(C(OC)OC)C (4-(2-butynyloxy)-6-(2,2-dimethoxy-1-methylethoxy)pyrimidine). The yield is 60.1%. As a reaction SMILES: [H-].[Na+].[CH2:3]([OH:7])[C:4]#[C:5][CH3:6].Cl[C:9]1[CH:14]=[C:13]([O:15][CH:16]([CH3:22])[CH:17]([O:20][CH3:21])[O:18][CH3:19])[N:12]=[CH:11][N:10]=1.[Cl-].[NH4+]>O1CCCC1>[CH2:3]([O:7][C:9]1[CH:14]=[C:13]([O:15][CH:16]([CH3:22])[CH:17]([O:18][CH3:19])[O:20][CH3:21])[N:12]=[CH:11][N:10]=1)[C:4]#[C:5][CH3:6] |f:0.1,4.5|. Procedure details: In 1.5 ml of tetrahydrofuran was suspended 0.04 g of sodium hydride (60% in oil), to which 0.3 ml of a solution containing 0.05 g of 2-butyn-1-ol in tetrahydrofuran was added dropwise at room temperature, followed by stirring for 10 minutes. To this was added dropwise 0.3 ml of a solution containing 0.16 g of 4-chloro-6-(2,2-dimethoxy-1-methylethoxy)pyrimidine in tetrahydrofuran at 0° C., followed by stirring at the same temperature for 1 hour and further stirring at room temperature for 3 hours... Reactants: boron trifluoride-diethyletherate, ClC1=C(C=C(C=C1)I)C(=O)C1=CC=C(C=C1)OCC ((2-chloro-5-iodophenyl)(4-ethoxyphenyl)methanone), C(C)#N (acetonitrile), C([O-])(O)=O.[Na+] (sodium bicarbonate), C(C)[SiH](CC)CC (triethylsilane). Run in C(C)(C)(C)OC (methyl tert-butyl ether). Conditions: temperature 5 celsius, time 30 minute. Yields the product ClC1=C(C=C(C=C1)I)CC1=CC=C(C=C1)OCC (1-chloro-2-(4-ethoxybenzyl)-4-iodobenzene). As a reaction SMILES: [Cl:1][C:2]1[CH:7]=[CH:6][C:5]([I:8])=[CH:4][C:3]=1[C:9]([C:11]1[CH:16]=[CH:15][C:14]([O:17][CH2:18][CH3:19])=[CH:13][CH:12]=1)=O.C(#N)C.C([SiH](CC)CC)C.C(=O)(O)[O-].[Na+]>C(OC)(C)(C)C>[Cl:1][C:2]1[CH:7]=[CH:6][C:5]([I:8])=[CH:4][C:3]=1[CH2:9][C:11]1[CH:16]=[CH:15][C:14]([O:17][CH2:18][CH3:19])=[CH:13][CH:12]=1 |f:3.4|. Reported procedure: A jacketed 1 L three-necked round bottom flask with mechanical stirrer, rubber septum with temperature probe and gas bubbler was charged with crude (2-chloro-5-iodophenyl)(4-ethoxyphenyl)methanone (30.13 g, 77.93 mmol), acetonitrile (300 mL, KF=0.004 wt % water) and the suspension was set stirring under nitrogen and was cooled to about 5° C. Then triethylsilane (28 mL, 175.30 mmol, 2.25 equiv) was added followed by boron trifluoride-diethyletherate (24 mL, 194.46 mmol, 2.50 equiv) which was adde... The product is BrC1=CC(=C(OC=2C=C(C=C(C2)Cl)CC(=O)O)C=C1)CN1C(OCC1)=O ({3-[4-Bromo-2-(2-oxo-oxazolidin-3-ylmethyl)-phenoxy]-5-chloro-phenyl}-acetic acid). The reactants are C(C)OC(CC1=CC(=CC(=C1)Cl)OC1=C(C=C(C=C1)Br)CN1C(OCC1)=O)=O ({3-[4-Bromo-2-(2-oxo-oxazolidin-3-ylmethyl)-phenoxy]-5-chloro-phenyl}-acetic acid ethyl ester), [OH-].[Li+] (lithium hydroxide). RXN SMILES: C([O:3][C:4](=[O:28])[CH2:5][C:6]1[CH:11]=[C:10]([Cl:12])[CH:9]=[C:8]([O:13][C:14]2[CH:19]=[CH:18][C:17]([Br:20])=[CH:16][C:15]=2[CH2:21][N:22]2[CH2:26][CH2:25][O:24][C:23]2=[O:27])[CH:7]=1)C.[OH-].[Li+]>CO.O>[Br:20][C:17]1[CH:18]=[CH:19][C:14]([O:13][C:8]2[CH:7]=[C:6]([CH2:5][C:4]([OH:28])=[O:3])[CH:11]=[C:10]([Cl:12])[CH:9]=2)=[C:15]([CH2:21][N:22]2[CH2:26][CH2:25][O:24][C:23]2=[O:27])[CH:16]=1 |f:1.2|. Solvent: CO (MeOH), O (H2O). Procedure: {3-[4-Bromo-2-(2-oxo-oxazolidin-3-ylmethyl)-phenoxy]-5-chloro-phenyl}-acetic acid ethyl ester (0.06 g, 0.13 mmol) in MeOH and H2O was treated with lithium hydroxide, and the reaction was stirred at 60° C. for 30 minutes to give the title compound. Conditions: temperature 60 celsius, time 30 minute. The reactants are CC1(CC(CC(N1[O])(C)C)N)C (4-Amino-TEMPO), C1(CC1)C(=O)NC=1SC2=C(N1)C=CC(=C2)OS(=O)(=O)C2=CC=C(C=C2)F (4-fluorobenzenesulfonic acid 2-(cyclopropanecarbonylamino)-benzothiazol-6-yl ester), CC1(CC(CC(N1[O])(C)C)N)C (4-amino-TEMPO), C([O-])([O-])=O.[Cs+].[Cs+] (cesium carbonate). The solvent is CS(=O)C (dimethylsulfoxide), O (water). Run at time 48 hour. The product is C1(CC1)C(=O)NC=1SC2=C(N1)C=CC(=C2)OS(=O)(=O)C2=CC=C(C=C2)NC2CC(N(C(C2)(C)C)O)(C)C (4-(1-oxyl-2,2,6,6-tetramethylpiperidin-4-ylamino)benzenesulfonic acid 2-(cyclopropanecarbonylamino)benzothiazol-6-yl ester). Isolated yield 14.6%. As a reaction SMILES: [CH:1]1([C:4]([NH:6][C:7]2[S:8][C:9]3[CH:15]=[C:14]([O:16][S:17]([C:20]4[CH:25]=[CH:24][C:23](F)=[CH:22][CH:21]=4)(=[O:19])=[O:18])[CH:13]=[CH:12][C:10]=3[N:11]=2)=[O:5])[CH2:3][CH2:2]1.[CH3:27][C:28]1([CH3:38])[N:33]([O])[C:32]([CH3:36])([CH3:35])[CH2:31][CH:30]([NH2:37])[CH2:29]1.C(=O)([O-])[O-:40].[Cs+].[Cs+]>CS(C)=O.O>[CH:1]1([C:4]([NH:6][C:7]2[S:8][C:9]3[CH:15]=[C:14]([O:16][S:17]([C:20]4[CH:25]=[CH:24][C:23]([NH:37][CH:30]5[CH2:29][C:28]([CH3:38])([CH3:27])[N:33]([OH:40])[C:32]([CH3:36])([CH3:35])[CH2:31]5)=[CH:22][CH:21]=4)(=[O:19])=[O:18])[CH:13]=[CH:12][C:10]=3[N:11]=2)=[O:5])[CH2:3][CH2:2]1 |f:2.3.4,^1:30|. Procedure details: A solution of 4-fluorobenzenesulfonic acid 2-(cyclopropanecarbonylamino)-benzothiazol-6-yl ester (example 7) (0.352 mmol, 138 mg), 4-amino-TEMPO (0.387 mmol, 66 mg) and cesium carbonate (0.352 mmol, 114 mg) in 3.5 ml of dimethylsulfoxide is stirred for 24 hours. 4-Amino-TEMPO is added twice (2 times 66 mg) after 24 and 48 hours. After 48 hours, the reaction is placed at room temperature for 48 hours. The solution is then diluted with water, extracted with ethyl acetate, washed with saturated sod... Reactants: [Br-], Cc1cc2[nH]c(=O)n(C3=CCN(C4(C#N)CCOCC4)CC3)c2cc1C, C[Mg+], [Cl-], ClCCl, Cl, [NH4+], C1CCOC1. Product: Cc1cc2[nH]c(=O)n(C3=CCN(C4(C)CCOCC4)CC3)c2cc1C, Cl. Reaction SMILES: [Br-:27].[CH3:1][c:2]1[cH:3][c:4]2[c:5]([n:6]([C:10]3=[CH:15][CH2:14][N:13]([C:16]4([C:22]#[N:23])[CH2:17][CH2:18][O:19][CH2:20][CH2:21]4)[CH2:12][CH2:11]3)[c:7](=[O:9])[nH:8]2)[cH:24][c:25]1[CH3:26].[CH3:28][Mg+:29].[Cl-:30].[Cl:38][CH2:39][Cl:40].[ClH:32].[NH4+:31].[O:33]1[CH2:34][CH2:35][CH2:36][CH2:37]1>>[CH3:1][c:2]1[cH:3][c:4]2[c:5]([n:6]([C:10]3=[CH:15][CH2:14][N:13]([C:16]4([CH3:22])[CH2:17][CH2:18][O:19][CH2:20][CH2:21]4)[CH2:12][CH2:11]3)[c:7](=[O:9])[nH:8]2)[cH:24][c:25]1[CH3:26].[ClH:30]. The reactants are C(CC)(=O)C(C(=O)OCC)C(=O)OCC (diethyl propanoylpropanedioate), P(=O)(Cl)(Cl)Cl (phosphorus oxychloride), C(CCC)N(CCCC)CCCC (tributylamine). Conditions: temperature 115 celsius, time 16 hour. Yields the product ClC(CC)=C(C(=O)OCC)C(=O)OCC (Diethyl (1-chloropropylidene)propanedioate). As a reaction SMILES: [C:1]([CH:5]([C:11]([O:13][CH2:14][CH3:15])=[O:12])[C:6]([O:8][CH2:9][CH3:10])=[O:7])(=O)[CH2:2][CH3:3].P(Cl)(Cl)([Cl:18])=O.C(N(CCCC)CCCC)CCC>>[Cl:18][C:1](=[C:5]([C:11]([O:13][CH2:14][CH3:15])=[O:12])[C:6]([O:8][CH2:9][CH3:10])=[O:7])[CH2:2][CH3:3]. Procedure details: To diethyl propanoylpropanedioate (5.93 g, 27.4 mmol) was added phosphorus oxychloride (38 mL) and tributylamine (6.5 mL, 27.4 mmol) and the mixture was heated to 115° C. for 6 h then stirred at ambient temperature for 16 h. The mixture was concentrated to dryness and the residue added cautiously to aqueous hydrochloric acid (1M, 80 mL) and extracted twice with diethyl ether. The combined organic layers were washed with aqueous hydrochloric acid (1M), water, aqueous sodium hydroxide (1M) then br...